describe an organic reaction: reactants, conditions, products, and yield From a dataset of the Open Reaction Database (ORD), a public repository of structured organic reaction records. Reactants: CC1=NC(=CC=C1)C (2,6-Dimethylpyridine), O1COC2=C1C=CC(=C2)C(C(=O)OC)Br (Methyl 2-(1,3-benzodioxol-5-yl)-2-bromoacetate), OCC1=CC=C2C=CN(C2=C1)C (6-Hydroxymethyl-1-methylindole). Run in CN(C=O)C (dimethylformamide). Reaction conditions: temperature 80 celsius. The product is O1COC2=C1C=CC(=C2)C(C(=O)OC)C2=CN(C1=CC(=CC=C21)CO)C (Methyl 2-(1,3-benzodioxol-5-yl)-2-[6-(hydroxymethyl)-1-methyl-1H-3-indolyl]acetate). Yield: 77.3%. RXN SMILES: CC1C=CC=C(C)N=1.[O:9]1[C:13]2[CH:14]=[CH:15][C:16]([CH:18](Br)[C:19]([O:21][CH3:22])=[O:20])=[CH:17][C:12]=2[O:11][CH2:10]1.[OH:24][CH2:25][C:26]1[CH:34]=[C:33]2[C:29]([CH:30]=[CH:31][N:32]2[CH3:35])=[CH:28][CH:27]=1>CN(C)C=O>[O:9]1[C:13]2[CH:14]=[CH:15][C:16]([CH:18]([C:30]3[C:29]4[C:33](=[CH:34][C:26]([CH2:25][OH:24])=[CH:27][CH:28]=4)[N:32]([CH3:35])[CH:31]=3)[C:19]([O:21][CH3:22])=[O:20])=[CH:17][C:12]=2[O:11][CH2:10]1. Reported procedure: 2,6-Dimethylpyridine (0.12 ml) was added to a stirred solution of methyl 2-(1,3-benzodioxol-5-yl)-2-bromoacetate (from step (c), 273 mg, 1 mmol) and 6-(hydroxymethyl)-1-methylindole (from step (a), 161 mg, 1 mmol) in anhydrous dimethylformamide (2 ml) at ambient temperature, under a nitrogen atmosphere. The solution was heated to 80° C. for 3 hours. The reaction mixture was cooled, and partitioned between diethylether and water, separated and the organic layer dried (magnesium sulphate) and evap... Starting materials: Brc1ccncc1, CN(C)C=O, ClCCl, CC(C)(C)OC(=O)N1CCC(I)CC1, O=C(C=Cc1ccccc1)C=Cc1ccccc1, O=C(C=Cc1ccccc1)C=Cc1ccccc1, O=C(C=Cc1ccccc1)C=Cc1ccccc1, Oc1ccc(O)cc1, [Pd], [Pd], [Zn], c1coc(P(c2ccco2)c2ccco2)c1. Product: CC(C)(C)OC(=O)N1CCC(c2ccncc2)CC1. Reaction SMILES: [Br:23][c:24]1[cH:25][cH:26][n:27][cH:28][cH:29]1.[CH3:46][N:47]([CH3:48])[CH:49]=[O:50].[Cl:108][CH2:109][Cl:110].[I:1][CH:2]1[CH2:3][CH2:4][N:5]([C:8](=[O:9])[O:10][C:11]([CH3:12])([CH3:13])[CH3:14])[CH2:6][CH2:7]1.[O:54]=[C:55]([CH:56]=[CH:57][c:58]1[cH:59][cH:60][cH:61][cH:62][cH:63]1)[CH:64]=[CH:65][c:66]1[cH:67][cH:68][cH:69][cH:70][cH:71]1.[O:72]=[C:73]([CH:74]=[CH:75][c:76]1[cH:77][cH:78][cH:79][cH:80][cH:81]1)[CH:82]=[CH:83][c:84]1[cH:85][cH:86][cH:87][cH:88][cH:89]1.[O:90]=[C:91]([CH:92]=[CH:93][c:94]1[cH:95][cH:96][cH:97][cH:98][cH:99]1)[CH:100]=[CH:101][c:102]1[cH:103][cH:104][cH:105][cH:106][cH:107]1.[OH:15][c:16]1[cH:17][cH:18][c:19]([OH:20])[cH:21][cH:22]1.[Pd:52].[Pd:53].[Zn:51].[o:30]1[cH:31][cH:32][cH:33][c:34]1[P:35]([c:36]1[o:37][cH:38][cH:39][cH:40]1)[c:41]1[o:42][cH:43][cH:44][cH:45]1>>[CH:2]1([c:24]2[cH:25][cH:26][n:27][cH:28][cH:29]2)[CH2:3][CH2:4][N:5]([C:8](=[O:9])[O:10][C:11]([CH3:12])([CH3:13])[CH3:14])[CH2:6][CH2:7]1.